This data is from the Open Reaction Database (ORD), a public repository of structured organic reaction records. The task is: describe an organic reaction: reactants, conditions, products, and yield The yield is 15.4%. The solvent is CN(C)C=O (DMF), CN(C)C=O (DMF), CN(C)C=O (DMF), CN(C)C=O (DMF), CN(C)C=O (DMF), CN(C)C=O (DMF). The reactants are O=C(O)Cc1ccc2c(c1)C(=O)c1ccccc1CO2, COC(=O)c1cc(S(N)(=O)=O)ccc1OC. Reagents/catalysts: C1CCC(CC1)N=C=NC2CCCCC2 (DCC), CCN(CC)CC (TEA), C1=CC=C2C(=C1)C(=O)N(C2=O)O (N-Hydroxyphthalimide). Reaction SMILES: COC(=O)c1cc(S(N)(=O)=O)ccc1OC.O=C(O)Cc1ccc2c(c1)C(=O)c1ccccc1CO2.C1CCC(CC1)N=C=NC2CCCCC2.C1=CC=C2C(=C1)C(=O)N(C2=O)O.CCN(CC)CC.CN(C)C=O>>COC(=O)c1cc(S(=O)(=O)NC(=O)Cc2ccc3c(c2)C(=O)c2ccccc2CO3)ccc1OC. Conditions: temperature 25 celsius, time 2 hour. Yields the product COC(=O)c1cc(S(=O)(=O)NC(=O)Cc2ccc3c(c2)C(=O)c2ccccc2CO3)ccc1OC.